From a dataset of the Open Reaction Database (ORD), a public repository of structured organic reaction records. describe an organic reaction: reactants, conditions, products, and yield Starting materials: ClCCl, CC(O)c1nn(C2CCN(C(=O)OC(C)(C)C)CC2)cc1-c1cnc(N)c(-c2nc3ccccc3o2)c1, O=C(O)C(F)(F)F. Yields the product CC(O)c1nn(C2CCNCC2)cc1-c1cnc(N)c(-c2nc3ccccc3o2)c1. RXN SMILES: [Cl:45][CH2:46][Cl:47].[NH2:1][c:2]1[c:3](-[c:29]2[o:30][c:31]3[c:32]([n:33]2)[cH:34][cH:35][cH:36][cH:37]3)[cH:4][c:5](-[c:8]2[c:9]([CH:26]([CH3:27])[OH:28])[n:10][n:11]([CH:13]3[CH2:14][CH2:15][N:16]([C:19]([O:20][C:21]([CH3:22])([CH3:23])[CH3:24])=[O:25])[CH2:17][CH2:18]3)[cH:12]2)[cH:6][n:7]1.[OH:38][C:39]([C:40]([F:41])([F:42])[F:43])=[O:44]>>[NH2:1][c:2]1[c:3](-[c:29]2[o:30][c:31]3[c:32]([n:33]2)[cH:34][cH:35][cH:36][cH:37]3)[cH:4][c:5](-[c:8]2[c:9]([CH:26]([CH3:27])[OH:28])[n:10][n:11]([CH:13]3[CH2:14][CH2:15][NH:16][CH2:17][CH2:18]3)[cH:12]2)[cH:6][n:7]1. The reactants are N([C@H](CC1=CNC2=CC=CC=C12)C(=O)N[C@@H](CC(C)C)C(=O)N[C@@H](CCSC)C(=O)N)C(=O)OC(C)(C)C (BocDTrp-Leu-MetNH2), FC(C(=O)O)(F)F (trifluoroacetic acid). Product: N[C@H](CC1=CNC2=CC=CC=C12)C(=O)N[C@@H](CC(C)C)C(=O)N[C@@H](CCSC)C(=O)N.FC(F)(F)C(=O)O (HDTrp-Leu-MetNH2 trifluoroacetate). Isolated yield 50.0%. As a reaction SMILES: [NH:1](C(OC(C)(C)C)=O)[C@@H:2]([C:13]([NH:15][C@H:16]([C:21]([NH:23][C@H:24]([C:29]([NH2:31])=[O:30])[CH2:25][CH2:26][S:27][CH3:28])=[O:22])[CH2:17][CH:18]([CH3:20])[CH3:19])=[O:14])[CH2:3][C:4]1[C:12]2[C:7](=[CH:8][CH:9]=[CH:10][CH:11]=2)[NH:6][CH:5]=1.[F:39][C:40]([F:45])([F:44])[C:41]([OH:43])=[O:42]>>[NH2:1][C@@H:2]([C:13]([NH:15][C@H:16]([C:21]([NH:23][C@H:24]([C:29]([NH2:31])=[O:30])[CH2:25][CH2:26][S:27][CH3:28])=[O:22])[CH2:17][CH:18]([CH3:20])[CH3:19])=[O:14])[CH2:3][C:4]1[C:12]2[C:7](=[CH:8][CH:9]=[CH:10][CH:11]=2)[NH:6][CH:5]=1.[F:39][C:40]([C:41]([OH:43])=[O:42])([F:45])[F:44] |f:2.3|. Procedure: Condensation of BocDTrpOPFP (2.35 g.) and HLeu-MetNH2 hydrochloride salt (Example 1, 1.49 g.) by the activated ester method gave BocDTrp-Leu-MetNH2 in 71% yield. De-t-butoxycarbonylation of BocDTrp-Leu-MetNH2 (1.75 g.) using trifluoroacetic acid gave HDTrp-Leu-MetNH2 trifluoroacetate salt in 50% yield. Starting materials: CC(=O)O, COc1ccc(Nc2ccc(-c3ccccc3)c3ccccc23)cc1. The product is Oc1ccc(Nc2ccc(-c3ccccc3)c3ccccc23)cc1. RXN SMILES: [C:26]([OH:27])(=[O:28])[CH3:29].[CH3:1][O:2][c:3]1[cH:4][cH:5][c:6]([NH:9][c:10]2[cH:11][cH:12][c:13](-[c:20]3[cH:21][cH:22][cH:23][cH:24][cH:25]3)[c:14]3[cH:15][cH:16][cH:17][cH:18][c:19]23)[cH:7][cH:8]1>>[OH:2][c:3]1[cH:4][cH:5][c:6]([NH:9][c:10]2[cH:11][cH:12][c:13](-[c:20]3[cH:21][cH:22][cH:23][cH:24][cH:25]3)[c:14]3[cH:15][cH:16][cH:17][cH:18][c:19]23)[cH:7][cH:8]1. The reactants are CCO, CCOCC, Cl, CC(C)(C)OC(=O)N1CCC(ON)CC1, O=C(c1ccccc1)c1cc2ccncc2[nH]1. Yields the product CC(C)(C)OC(=O)N1CCC(ON=C(c2ccccc2)c2cc3ccncc3[nH]2)CC1. Reaction SMILES: [CH3:34][CH2:35][OH:36].[CH3:37][CH2:38][O:39][CH2:40][CH3:41].[ClH:33].[NH2:18][O:19][CH:20]1[CH2:21][CH2:22][N:23]([C:26](=[O:27])[O:28][C:29]([CH3:30])([CH3:31])[CH3:32])[CH2:24][CH2:25]1.[c:1]1([C:7](=[O:8])[c:9]2[cH:10][c:11]3[c:12]([cH:13][n:14][cH:15][cH:16]3)[nH:17]2)[cH:2][cH:3][cH:4][cH:5][cH:6]1>>[c:1]1([C:7]([c:9]2[cH:10][c:11]3[c:12]([cH:13][n:14][cH:15][cH:16]3)[nH:17]2)=[N:18][O:19][CH:20]2[CH2:21][CH2:22][N:23]([C:26](=[O:27])[O:28][C:29]([CH3:30])([CH3:31])[CH3:32])[CH2:24][CH2:25]2)[cH:2][cH:3][cH:4][cH:5][cH:6]1. Reactants: O1CCCC1 (Tetrahydrofuran), [OH-].[Li+] (lithium hydroxide), C(C)OC(=O)C=1NC2=C(C=C(C=C2C1)F)Br (7-bromo-5-fluoro-1H-indole-2-carboxylic acid ethyl ester). Run in O (water). The product is BrC=1C=C(C=C2C=C(NC12)C(=O)O)F (7-bromo-5-fluoro-1H-indole-2-carboxylic acid). RXN SMILES: O1CCCC1.[OH-].[Li+].C([O:10][C:11]([C:13]1[NH:14][C:15]2[C:20]([CH:21]=1)=[CH:19][C:18]([F:22])=[CH:17][C:16]=2[Br:23])=[O:12])C>O>[Br:23][C:16]1[CH:17]=[C:18]([F:22])[CH:19]=[C:20]2[C:15]=1[NH:14][C:13]([C:11]([OH:12])=[O:10])=[CH:21]2 |f:1.2|. Procedure details: Tetrahydrofuran (35.2 ml), water (23.5 ml), lithium hydroxide (2.61 g, 10.9 mmol), and 7-bromo-5-fluoro-1H-indole-2-carboxylic acid ethyl ester (3.11 g, 10.9 mmol) were added to a round bottom flask and mixed with a magnetic stirrer. This mixture was refluxed for 1 hour. The THF was removed via rotary evaporator, and the aqueous solution was acidified with 1M HCL, and extracted with ethyl acetate. 1H NMR (DMSO-d6): δ 13.206 (bs, 1H), δ 11.876 (s, 1H), δ 7.498-7.445 (m, 2H), δ 7.19 (d, J=2.0 Hz, ...